This data is from the Open Reaction Database (ORD), a public repository of structured organic reaction records. The task is: describe an organic reaction: reactants, conditions, products, and yield Reactants: C(=O)C(C)(C1=CC=CC=C1)C1=CC=CC=C1 (formylphenylphenylethane), Grignard reagent, C[Mg]I (methyl magnesium iodide). Product: C1(=CC=CC=C1)C=CC1=CC=CC=C1 (1,2-diphenylethylene). RXN SMILES: C([C:3]([C:11]1[CH:16]=[CH:15][CH:14]=[CH:13][CH:12]=1)([C:5]1[CH:10]=[CH:9][CH:8]=[CH:7][CH:6]=1)C)=O.[CH3:17][Mg]I>>[C:16]1([CH:11]=[CH:3][C:5]2[CH:6]=[CH:7][CH:8]=[CH:9][CH:10]=2)[CH:15]=[CH:14][CH:13]=[CH:12][CH:17]=1. Procedure details: For example, vinylnaphthalene may be obtained by reacting formylnaphthalene with a Grignard reagent such as methyl magnesium iodide and then dehydrating the reaction product. Vinylphenylphenylethane may be obtained by reacting diphenylethane with acetyl chloride in the presence of a Friedel-Craft catalyst to produce acetylphenylphenylethane, reducing the thus produced product with sodium boron hydride and then dehydrating the thus reduced product. Isopropenylphenylphenylethane may be obtained by...